From a dataset of the Open Reaction Database (ORD), a public repository of structured organic reaction records. describe an organic reaction: reactants, conditions, products, and yield Starting materials: [BH4-], CC(=O)O, CO, CC(C)O, O=C1c2ccccc2C(=O)N1CCCS(=O)(=O)N1CCCC1, [Na+], O. The product is NCCCS(=O)(=O)N1CCCC1. RXN SMILES: [BH4-:23].[CH3:25][C:26](=[O:27])[OH:28].[CH3:34][OH:35].[CH:29]([OH:30])([CH3:31])[CH3:32].[N:1]1([S:6](=[O:7])(=[O:8])[CH2:9][CH2:10][CH2:11][N:12]2[C:13](=[O:14])[c:15]3[c:16]([cH:17][cH:18][cH:19][cH:20]3)[C:21]2=[O:22])[CH2:2][CH2:3][CH2:4][CH2:5]1.[Na+:24].[OH2:33]>>[N:1]1([S:6](=[O:7])(=[O:8])[CH2:9][CH2:10][CH2:11][NH2:12])[CH2:2][CH2:3][CH2:4][CH2:5]1. Reactants: N#Cc1ccc(CBr)cc1, C1CCOC1, CC(C)C[AlH]CC(C)C, CCOC(C)=O, CCCCCC, Cl. The product is O=Cc1ccc(CBr)cc1. Reaction SMILES: [Br:1][CH2:2][c:3]1[cH:4][cH:5][c:6]([C:9]#[N:10])[cH:7][cH:8]1.[CH2:21]1[CH2:24][CH2:23][CH2:22][O:25]1.[CH3:11][CH:12]([CH2:13][AlH:14][CH2:15][CH:16]([CH3:17])[CH3:18])[CH3:19].[CH3:26][CH2:27][O:28][C:29]([CH3:30])=[O:31].[CH3:32][CH2:33][CH2:34][CH2:35][CH2:36][CH3:37].[ClH:20]>>[Br:1][CH2:2][c:3]1[cH:4][cH:5][c:6]([CH:9]=[O:25])[cH:7][cH:8]1. RXN SMILES: [OH:1][C:2]1[CH:7]=[CH:6][C:5]([CH2:8][CH2:9][C:10]2[CH:11]=[CH:12][C:13]3[O:17][C:16]([CH:18]([NH:20][C:21](=[O:23])[CH3:22])[CH3:19])=[CH:15][C:14]=3[CH:24]=2)=[CH:4][CH:3]=1.Br[CH2:26][CH:27]1[CH2:29][CH2:28]1>>[CH:27]1([CH2:26][O:1][C:2]2[CH:7]=[CH:6][C:5]([CH2:8][CH2:9][C:10]3[CH:11]=[CH:12][C:13]4[O:17][C:16]([CH:18]([NH:20][C:21](=[O:23])[CH3:22])[CH3:19])=[CH:15][C:14]=4[CH:24]=3)=[CH:4][CH:3]=2)[CH2:29][CH2:28]1. Reactants: OC1=CC=C(C=C1)CCC=1C=CC2=C(C=C(O2)C(C)NC(C)=O)C1 (N-(1-{5-[2-(4-hydroxyphenyl)ethyl]-1-benzofuran-2-yl}ethyl)acetamide), BrCC1CC1 ((bromomethyl)cyclopropane). Yield: 32.0%. Procedure details: Using N-(1-{5-[2-(4-hydroxyphenyl)ethyl]-1-benzofuran-2-yl}ethyl)acetamide (328 mg, 1.01 mmol) obtained in Example 157 and (bromomethyl)cyclopropane (3.97 g, 29.3 mmol) and in the same manner as in Example 158, the title compound was obtained (122 mg, yield 32%) as colorless crystals. Yields the product C1(CC1)COC1=CC=C(C=C1)CCC=1C=CC2=C(C=C(O2)C(C)NC(C)=O)C1 (N-[1-(5-{2-[4-(cyclopropylmethoxy)phenyl]ethyl}-1-benzofuran-2-yl)ethyl]acetamide). Reactants: CC(C)(C)[Si](C)(C)Cl, CCOC(C)=O, CCCCCC, CN(C)C=O, O, COC(=O)C1CCC(O)CC1, c1c[nH]cn1. The product is COC(=O)C1CCC(O[Si](C)(C)C(C)(C)C)CC1. As a reaction SMILES: [C:17]([CH3:18])([CH3:19])([CH3:20])[Si:21]([CH3:22])([CH3:23])[Cl:24].[C:25]([O:26][CH2:27][CH3:28])(=[O:29])[CH3:30].[CH3:31][CH2:32][CH2:33][CH2:34][CH2:35][CH3:36].[CH3:37][N:38]([CH3:39])[CH:40]=[O:41].[OH2:42].[OH:1][CH:2]1[CH2:3][CH2:4][CH:5]([C:8](=[O:9])[O:10][CH3:11])[CH2:6][CH2:7]1.[nH:12]1[cH:13][cH:14][n:15][cH:16]1>>[O:1]([CH:2]1[CH2:3][CH2:4][CH:5]([C:8](=[O:9])[O:10][CH3:11])[CH2:6][CH2:7]1)[Si:21]([C:17]([CH3:18])([CH3:19])[CH3:20])([CH3:22])[CH3:23]. Starting materials: CC(C(O)(C=1N=CN(C1)C(C1=CC=CC=C1)(C1=CC=CC=C1)C1=CC=CC=C1)C=1C=C(C=CC1)C1=CC=C(C=C1)OC(F)(F)F)C (2-methyl-1-[4′-(trifluoromethoxy)[1,1′-biphenyl]-3-yl]-1-(1-trityl-1H-imidazol-4-yl)-1-propanol), Cl.N1=CC=CC=C1 (pyridine hydrochloride). Reported procedure: By the reaction in the same manner as in Example 4-(iii) using 2-methyl-1-[4′-(trifluoromethoxy)[1,1′-biphenyl]-3-yl]-1-(1-trityl-1H-imidazol-4-yl)-1-propanol (3.63 g) and pyridine hydrochloride (1.22 g), the title compound (3.76 g) was obtained as colorless needle crystals. The product is N1C=NC(=C1)C(C(C)C)(O)C=1C=C(C=CC1)C1=CC=C(C=C1)OC(F)(F)F (1-(1H-imidazol-4-yl)-2-methyl-1-[4′-(trifluoromethoxy)[1,1′-biphenyl]-3-yl]-1-propanol). Isolated yield 170.3%. As a reaction SMILES: [CH3:1][CH:2]([CH3:46])[C:3]([C:29]1[CH:30]=[C:31]([C:35]2[CH:40]=[CH:39][C:38]([O:41][C:42]([F:45])([F:44])[F:43])=[CH:37][CH:36]=2)[CH:32]=[CH:33][CH:34]=1)([C:5]1[N:6]=[CH:7][N:8](C(C2C=CC=CC=2)(C2C=CC=CC=2)C2C=CC=CC=2)[CH:9]=1)[OH:4].Cl.N1C=CC=CC=1>>[NH:8]1[CH:9]=[C:5]([C:3]([C:29]2[CH:30]=[C:31]([C:35]3[CH:36]=[CH:37][C:38]([O:41][C:42]([F:43])([F:44])[F:45])=[CH:39][CH:40]=3)[CH:32]=[CH:33][CH:34]=2)([OH:4])[CH:2]([CH3:1])[CH3:46])[N:6]=[CH:7]1 |f:1.2|. The reactants are FC(CO)([N+](=O)[O-])[N+](=O)[O-] (2-Fluoro-2,2-dinitroethanol), FC(C(=O)OCN(C)[N+](=O)[O-])(F)F (2-nitro-2-azapropyl trifluoroacetate), [Cl-].[Na+] (sodium chloride). Run in C(C)#N (acetonitrile), C(C)#N (acetonitrile). Conditions: time 3 hour. Yields the product FC(COCN(C)[N+](=O)[O-])([N+](=O)[O-])[N+](=O)[O-] (1-fluoro-1,1,5-trinitro-3-oxa-5-azahexane). RXN SMILES: [F:1][C:2]([N+:8]([O-:10])=[O:9])([N+:5]([O-:7])=[O:6])[CH2:3][OH:4].FC(F)(F)C(O[CH2:16][N:17]([N+:19]([O-:21])=[O:20])[CH3:18])=O.[Cl-].[Na+]>C(#N)C>[F:1][C:2]([N+:8]([O-:10])=[O:9])([N+:5]([O-:7])=[O:6])[CH2:3][O:4][CH2:16][N:17]([N+:19]([O-:21])=[O:20])[CH3:18] |f:2.3|. Procedure details: 2-Fluoro-2,2-dinitroethanol (7.62 g, 49.5 mmol) was stirred with acetonitrile (2.5 ml) under nitrogen as 2-nitro-2-azapropyl trifluoroacetate (10.0 g, 49.5 mmol) in acetonitrile (3.5 ml) was added in one portion. The reaction flask was immediately connected to a vacuum pump and brought to 1-2 mm during several minutes. After stirring 22/3 hours, the solution was stirred 1/3 hour at ambient pressure before pouring onto a saturated sodium chloride solution (50 ml), which was extracted with dichlor... The reactants are S(=O)(=O)([O-])OOS(=O)(=O)[O-].[NH4+].[NH4+] (ammonium persulfate), C(C=1C(C(=O)OCCCC)=CC=CC1)(=O)OCCCC (dibutyl phthalate), polyvinyl alcohol, C(C)(=O)OC=C (vinyl acetate), C(C=1C(C(=O)OCCCC)=CC=CC1)(=O)OCCCC (dibutyl phthalate), ( 5/2120 ). Reagents/catalysts: catalyst. Solvent: O (water), O (water). Run at temperature 80 celsius, time 5 minute. The product is C(C=1C(C(=O)OCC=C)=CC=CC1)(=O)OCC=C (Diallyl Phthalate). Reaction SMILES: S(OOS([O-])(=O)=O)([O-])(=O)=O.[NH4+].[NH4+].C(OC=C)(=O)C.[C:19]([O:34][CH2:35][CH2:36][CH2:37]C)(=[O:33])[C:20]1[C:21](=[CH:29][CH:30]=[CH:31][CH:32]=1)[C:22]([O:24][CH2:25][CH2:26][CH2:27]C)=[O:23]>O>[C:22]([O:24][CH2:25][CH:26]=[CH2:27])(=[O:23])[C:21]1[C:20](=[CH:32][CH:31]=[CH:30][CH:29]=1)[C:19]([O:34][CH2:35][CH:36]=[CH2:37])=[O:33] |f:0.1.2|. Procedure: 0.2 g of defoamer and 12 g of Fixapret COC were added to and mixed with a solution of 47 g of polyvinyl alcohol in 600 g of water. The mixture was heated to about 80° C. About 90% of a catalyst solution of 1.3 g of ammonium persulfate in 6 g of water were then added and the mixture was homogenized for about 5 minutes. A mixture of 460 g of vinyl acetate and 10 g of dibutyl phthalate was then added over a period of about 3.5 to 4 hours so that the temperature stayed between 82 and 88° C. After th... Starting materials: [OH-].C(CCC)[N+](CCCC)(CCCC)CCCC (tetrabutylammonium hydroxide), ClC1=CC=C(C(C=O)=C1)O (5-chloro-salicylaldehyde), ClC\C=C\CCl (trans-1,4-dichloro-2-butene), [OH-].[Na+] (sodium hydroxide). Run in O (water), O (water). The product is ClC=1C=CC(=C(C=O)C1)OC\C=C\CCl (5-chloro-2-(4-chloro-trans-2-butenyloxy)-benzaldehyde). Reaction SMILES: [OH-].C([N+](CCCC)(CCCC)CCCC)CCC.[Cl:19][C:20]1[CH:27]=[C:24]([CH:25]=[O:26])[C:23]([OH:28])=[CH:22][CH:21]=1.[Cl:29][CH2:30]/[CH:31]=[CH:32]/[CH2:33]Cl.[OH-].[Na+]>O>[Cl:19][C:20]1[CH:21]=[CH:22][C:23]([O:28][CH2:33]/[CH:32]=[CH:31]/[CH2:30][Cl:29])=[C:24]([CH:27]=1)[CH:25]=[O:26] |f:0.1,4.5|. Procedure details: To 1.2 lt of refluxing water, 1 ml of 40% aqueous tetrabutylammonium hydroxide, 160 g of 5-chloro-salicylaldehyde and 140 ml of trans-1,4-dichloro-2-butene are added while vigorously stirring, followed by the dropwise addition of the solution of 42 g of sodium hydroxide in 200 ml of water at such a rate that the pH of the mixture is kept between 7 and 8. Thereafter the mixture is refluxed until the pH is about 7, cooled and extracted with methylene chloride. The extract is washed with 5% aqueous... Starting materials: BrCc1ccccc1, O=C([O-])[O-], CC1Cc2cc(O)c(Cl)c(Cl)c2C1=O, CN(C)C=O, [K+], [K+], O. The product is CC1Cc2cc(OCc3ccccc3)c(Cl)c(Cl)c2C1=O. Reaction SMILES: [Br:21][CH2:22][c:23]1[cH:24][cH:25][cH:26][cH:27][cH:28]1.[C:15](=[O:16])([O-:17])[O-:18].[CH3:1][CH:2]1[C:3](=[O:14])[c:4]2[c:5]([Cl:13])[c:6]([Cl:12])[c:7]([OH:11])[cH:8][c:9]2[CH2:10]1.[CH3:30][N:31]([CH3:32])[CH:33]=[O:34].[K+:19].[K+:20].[OH2:29]>>[CH3:1][CH:2]1[C:3](=[O:14])[c:4]2[c:5]([Cl:13])[c:6]([Cl:12])[c:7]([O:11][CH2:22][c:23]3[cH:24][cH:25][cH:26][cH:27][cH:28]3)[cH:8][c:9]2[CH2:10]1. The reactants are C(C(=C)CC(=O)O)(=O)O (itaconic acid), CN(CCN)C (N,N-dimethylethylenediamine). Run in CO (MeOH). Conditions: temperature 160 celsius. Yields the product CN(CCN1CC(CC1=O)C(=O)O)C (1-(2-dimethylamino-ethyl)-5-oxo-pyrrolidine-3-carboxylic acid). Yield: 56.0%. RXN SMILES: [C:1]([OH:9])(=[O:8])[C:2]([CH2:4][C:5](O)=[O:6])=[CH2:3].[CH3:10][N:11]([CH3:15])[CH2:12][CH2:13][NH2:14]>CO>[CH3:10][N:11]([CH3:15])[CH2:12][CH2:13][N:14]1[C:5](=[O:6])[CH2:4][CH:2]([C:1]([OH:9])=[O:8])[CH2:3]1. Procedure: A mixture of commercially available itaconic acid and N,N-dimethylethylenediamine was heated up to 160° C. for about 20-25 minutes. The mixture was allowed to cool to 100° C. and then diluted with MeOH to prevent solidification. The product was obtained in a 56% yield after crystallization from MeOH/EtOAc. 1H-NMR (300 MHz, D2O): δ 2.63 (dd, 1H), 2.80 (dd, 1H), 2.95 (s, 6H), 3.15-3.25 (m, 1H), 3.32-3.44 (m, 1H), 3.44-3.76 (m, 4H), 3.82-3.94 (m, 1H). Retention Time (LC, method: ammonium acetate st...